Dataset: the Open Reaction Database (ORD), a public repository of structured organic reaction records. Task: describe an organic reaction: reactants, conditions, products, and yield Starting materials: C1(=CC=CC=C1)CCC(=O)N (3-phenylpropionamide), C(C(C)(C)C)(=O)C1=CC=C(C(=O)Cl)C=C1 (p-pivaloylbenzoyl chloride), [H-].[K+] (potassium hydride), [H-] (hydride). Run in C1CCOC1 (THF), C1CCOC1 (THF), C1CCOC1 (THF). Conditions: time 30 minute. Yields the product CC(C(=O)C1=CC=C(C(=O)NC(CCC2=CC=CC=C2)=O)C=C1)(C)C (4-(2,2-dimethyl-1-oxopropyl)-N-(3-phenylpropionyl)-benzamide). RXN SMILES: [H-].[K+].[C:3]1([CH2:9][CH2:10][C:11]([NH2:13])=[O:12])[CH:8]=[CH:7][CH:6]=[CH:5][CH:4]=1.[H-].[C:15]([C:21]1[CH:29]=[CH:28][C:24]([C:25](Cl)=[O:26])=[CH:23][CH:22]=1)(=[O:20])[C:16]([CH3:19])([CH3:18])[CH3:17]>C1COCC1>[CH3:17][C:16]([CH3:19])([CH3:18])[C:15]([C:21]1[CH:29]=[CH:28][C:24]([C:25]([NH:13][C:11](=[O:12])[CH2:10][CH2:9][C:3]2[CH:8]=[CH:7][CH:6]=[CH:5][CH:4]=2)=[O:26])=[CH:23][CH:22]=1)=[O:20] |f:0.1|. Procedure: A slurry of potassium hydride (from 46 grams of 35% potassium hydride in oil washed three times with hexane)in 50 ml of THF is added with stirring under nitrogen to 20 grams of 3-phenylpropionamide in 350ml of THF. After addition of the hydride is complete, the reaction is allowed to warm to room temperature and is stirred for 30 minutes. The thickened reaction mixture is cooled to 0° to 5° C. and is then added dropwise over 30 minutes to a solution of 30 grams of p-pivaloylbenzoyl chloride in 5... Starting materials: CCO, [Cl-], [Fe], COc1c(C)cc([N+](=O)[O-])cc1S(N)(=O)=O, [NH4+], O. Yields the product COc1c(C)cc(N)cc1S(N)(=O)=O. As a reaction SMILES: [CH3:20][CH2:21][OH:22].[Cl-:17].[Fe:23].[NH2:1][S:2](=[O:3])(=[O:4])[c:5]1[cH:6][c:7]([N+:14]([O-:15])=[O:16])[cH:8][c:9]([CH3:13])[c:10]1[O:11][CH3:12].[NH4+:18].[OH2:19]>>[NH2:1][S:2](=[O:3])(=[O:4])[c:5]1[cH:6][c:7]([NH2:14])[cH:8][c:9]([CH3:13])[c:10]1[O:11][CH3:12]. Starting materials: CC(O[Si](C)(C)C(C)(C)C)C(Nc1ccc(C#N)c2sccc12)c1nnc(-c2ccc(C#N)cc2)o1, CCCC[N+](CCCC)(CCCC)CCCC, C1CCOC1, [F-]. Product: CC(O)C(Nc1ccc(C#N)c2sccc12)c1nnc(-c2ccc(C#N)cc2)o1. As a reaction SMILES: [C:1]([Si:2]([CH3:3])([CH3:4])[O:6][CH:7]([CH:8]([c:9]1[o:10][c:11](-[c:14]2[cH:15][cH:16][c:17]([C:20]#[N:21])[cH:18][cH:19]2)[n:12][n:13]1)[NH:22][c:23]1[cH:24][cH:25][c:26]([C:32]#[N:33])[c:27]2[s:28][cH:29][cH:30][c:31]12)[CH3:34])([CH3:5])([CH3:35])[CH3:36].[CH2:38]([N+:39]([CH2:40][CH2:41][CH2:42][CH3:43])([CH2:44][CH2:45][CH2:46][CH3:47])[CH2:48][CH2:49][CH2:50][CH3:51])[CH2:52][CH2:53][CH3:54].[CH2:55]1[O:56][CH2:57][CH2:58][CH2:59]1.[F-:37]>>[OH:6][CH:7]([CH:8]([c:9]1[o:10][c:11](-[c:14]2[cH:15][cH:16][c:17]([C:20]#[N:21])[cH:18][cH:19]2)[n:12][n:13]1)[NH:22][c:23]1[cH:24][cH:25][c:26]([C:32]#[N:33])[c:27]2[s:28][cH:29][cH:30][c:31]12)[CH3:34]. Reactants: COC(CC1=CC2=CC=C(C=C2C(=C1C)C1=CC=C(C=C1)N)Cl)=O ([4-(4-amino-phenyl)-6-chloro-3-methyl-naphthalen-2-yl]-acetic acid methyl ester), FC(C1=C(C=CC=C1)S(=O)(=O)Cl)(F)F (2-trifluoromethyl-benzenesulfonyl chloride), C(C)(C)N(CC)C(C)C (diisopropylethylamine). Solvent: C1CCOC1 (THF). Run at time 3 hour. Yields the product COC(CC1=CC2=CC=C(C=C2C(=C1C)C1=CC=C(C=C1)NS(=O)(=O)C1=C(C=CC=C1)C(F)(F)F)Cl)=O ({6-chloro-3-methyl-4-[4-(2-trifluoromethyl-benzenesulfonylamino)-phenyl]-naphthalen-2-yl}-acetic acid methyl ester). Yield: 83.1%. As a reaction SMILES: [CH3:1][O:2][C:3](=[O:24])[CH2:4][C:5]1[C:14]([CH3:15])=[C:13]([C:16]2[CH:21]=[CH:20][C:19]([NH2:22])=[CH:18][CH:17]=2)[C:12]2[C:7](=[CH:8][CH:9]=[C:10]([Cl:23])[CH:11]=2)[CH:6]=1.[F:25][C:26]([F:38])([F:37])[C:27]1[CH:32]=[CH:31][CH:30]=[CH:29][C:28]=1[S:33](Cl)(=[O:35])=[O:34].C(N(C(C)C)CC)(C)C>C1COCC1>[CH3:1][O:2][C:3](=[O:24])[CH2:4][C:5]1[C:14]([CH3:15])=[C:13]([C:16]2[CH:21]=[CH:20][C:19]([NH:22][S:33]([C:28]3[CH:29]=[CH:30][CH:31]=[CH:32][C:27]=3[C:26]([F:25])([F:37])[F:38])(=[O:35])=[O:34])=[CH:18][CH:17]=2)[C:12]2[C:7](=[CH:8][CH:9]=[C:10]([Cl:23])[CH:11]=2)[CH:6]=1. Procedure details: To a solution of [4-(4-amino-phenyl)-6-chloro-3-methyl-naphthalen-2-yl]-acetic acid methyl ester (100 mg, 0.29 mmol) and 2-trifluoromethyl-benzenesulfonyl chloride (146 mg, 0.59 mmol) in THF (5.5 mL) was added diisopropylethylamine (0.15 mL, 0.85 mmol) at 0° C. under nitrogen. After addition, the reaction mixture was warmed to room temperature and stirred for 3 hours. The solvent was removed under vacuum and the residue was diluted with water (10 mL). Then, the organic compound was extracted int... Reactants: N1[C@H](C(=O)O)CCC1 (L-proline), O=C(C(=O)O)CCC(=O)O (2-ketoglutaric acid), ferrous sulfate, O=C1C(O)=C(O)[C@H](O1)[C@@H](O)CO (L-ascorbic acid). Reaction conditions: temperature 100 celsius, time 10 minute. Product: O[C@H]1[C@H](NCC1)C(=O)O (cis-3-hydroxy-L-proline). Reaction SMILES: [NH:1]1[CH2:8][CH2:7][CH2:6][C@H:2]1[C:3]([OH:5])=[O:4].[O:9]=C(CCC(O)=O)C(O)=O.O=C1O[C@H]([C@H](CO)O)C(O)=C1O>>[OH:9][C@@H:6]1[CH2:7][CH2:8][NH:1][C@@H:2]1[C:3]([OH:5])=[O:4]. Procedure details: The enzyme preparation to be determined is added to 100 mM TES buffer (pH 7.0) containing 5 mM L-proline, 5 mM 2-ketoglutaric acid, 1 mM ferrous sulfate and 5 mM L-ascorbic acid to make 100 μl in total, and the mixture was allowed to stand at 35° C. for 10 minutes. The reaction mixture is heated at 100° C. for 2 minutes so as to stop the reaction, and the amount of cis-3-hydroxy-L-proline produced in the reaction mixture is determined by high performance liquid chromatography (hereinafter referr... The reactants are N#N (N2), solution, CS(=O)(=O)O (methanesulfonic acid), C(C)(C)(C)C=1C=C(N(N1)C1=CC=C(C=C1)C)NC(=O)NC=1C=NC(=CC1)N1CCN(CC1)C(CC1CCCC1)=O (1-(5-tert-butyl-2-p-tolyl-2H-pyrazol-3-yl)-3-{6-[4-(2-cyclopentyl-acetyl)-piperazin-1-yl]-pyridin-3-yl}-urea). The solvent is C(Cl)Cl.CO (CH2Cl2 MeOH), C(Cl)Cl.CO (CH2Cl2 MeOH). Conditions: time 20 minute. The product is CS(=O)(=O)O.C(C)(C)(C)C=1C=C(N(N1)C1=CC=C(C=C1)C)NC(=O)NC=1C=NC(=CC1)N1CCN(CC1)C(CC1CCCC1)=O (1-(5-tert-Butyl-2-p-tolyl-2H-pyrazol-3-yl)-3-{6-[4-(2-cyclopentyl-acetyl)-piperazin-1-yl]-pyridin-3-yl}-urea methanesulfonate). As a reaction SMILES: [CH3:1][S:2]([OH:5])(=[O:4])=[O:3].[C:6]([C:10]1[CH:11]=[C:12]([NH:22][C:23]([NH:25][C:26]2[CH:27]=[N:28][C:29]([N:32]3[CH2:37][CH2:36][N:35]([C:38](=[O:45])[CH2:39][CH:40]4[CH2:44][CH2:43][CH2:42][CH2:41]4)[CH2:34][CH2:33]3)=[CH:30][CH:31]=2)=[O:24])[N:13]([C:15]2[CH:20]=[CH:19][C:18]([CH3:21])=[CH:17][CH:16]=2)[N:14]=1)([CH3:9])([CH3:8])[CH3:7].N#N>C(Cl)Cl.CO>[CH3:1][S:2]([OH:5])(=[O:4])=[O:3].[C:6]([C:10]1[CH:11]=[C:12]([NH:22][C:23]([NH:25][C:26]2[CH:27]=[N:28][C:29]([N:32]3[CH2:37][CH2:36][N:35]([C:38](=[O:45])[CH2:39][CH:40]4[CH2:44][CH2:43][CH2:42][CH2:41]4)[CH2:34][CH2:33]3)=[CH:30][CH:31]=2)=[O:24])[N:13]([C:15]2[CH:16]=[CH:17][C:18]([CH3:21])=[CH:19][CH:20]=2)[N:14]=1)([CH3:9])([CH3:7])[CH3:8] |f:3.4,5.6|. Reported procedure: Add 0.10 mL of 1N solution of methanesulfonic acid in CH2Cl2/MeOH (95/5) to a stirred solution of 1-(5-tert-butyl-2-p-tolyl-2H-pyrazol-3-yl)-3-{6-[4-(2-cyclopentyl-acetyl)-piperazin-1-yl]-pyridin-3-yl}-urea in 2 mL of CH2Cl2/MeOH (95/5). Stir the mixture at room temperature for 20 minutes, and then evaporate solvents by N2 flushing. Triturate the salt with Et2O, filter and dry to give the title compound. MS(ES+): m/z=544 [M+H]. Starting materials: NC1=CC=C(OC2=NC3=CC=CC=C3C=C2)C=C1 (2-(4-Aminophenoxy)quinoline), ClC1=C(C=C(C=C1)N=C=S)C(F)(F)F (4-chloro-3-trifluoromethylphenylisothiocyanate). Yields the product N1=C(C=CC2=CC=CC=C12)OC1=CC=C(C=C1)NC(=S)NC1=CC(=C(C=C1)Cl)C(F)(F)F (1-[4-(2-Quinolyloxy)phenyl]-3-(4-chloro-3-trifluoromethylphenyl)thiourea). As a reaction SMILES: [NH2:1][C:2]1[CH:18]=[CH:17][C:5]([O:6][C:7]2[CH:16]=[CH:15][C:14]3[C:9](=[CH:10][CH:11]=[CH:12][CH:13]=3)[N:8]=2)=[CH:4][CH:3]=1.[Cl:19][C:20]1[CH:25]=[CH:24][C:23]([N:26]=[C:27]=[S:28])=[CH:22][C:21]=1[C:29]([F:32])([F:31])[F:30]>>[N:8]1[C:9]2[C:14](=[CH:13][CH:12]=[CH:11][CH:10]=2)[CH:15]=[CH:16][C:7]=1[O:6][C:5]1[CH:4]=[CH:3][C:2]([NH:1][C:27]([NH:26][C:23]2[CH:24]=[CH:25][C:20]([Cl:19])=[C:21]([C:29]([F:32])([F:30])[F:31])[CH:22]=2)=[S:28])=[CH:18][CH:17]=1. Procedure: 2-(4-Aminophenoxy)quinoline (2.4 moles, 0.56 g) and 4-chloro-3-trifluoromethylphenylisothiocyanate (2.4 moles, 0.57 g) were reacted according to procedure C to yield the title compound, 0.8 g. 70%. Mass Spec (FD) 473. Calculated for C23H15ClF3N3OS: C, 58.29; H, 3.19; N, 8.87. Found: C, 58.47; H, 3.48; N, 8.85.